Dataset: the Open Reaction Database (ORD), a public repository of structured organic reaction records. Task: describe an organic reaction: reactants, conditions, products, and yield Starting materials: CCN(C(C)C)C(C)C, Clc1cccnc1Cl, CC1CN(c2nc3cc(C(F)(F)F)cc(Cl)c3[nH]2)CCN1. The product is CC1CN(c2nc3cc(C(F)(F)F)cc(Cl)c3[nH]2)CCN1c1ncccc1Cl. RXN SMILES: [CH:30]([N:31]([CH2:32][CH3:33])[CH:34]([CH3:35])[CH3:36])([CH3:37])[CH3:38].[Cl:1][c:2]1[n:3][cH:4][cH:5][cH:6][c:7]1[Cl:8].[Cl:9][c:10]1[cH:11][c:12]([C:26]([F:27])([F:28])[F:29])[cH:13][c:14]2[c:15]1[nH:16][c:17]([N:19]1[CH2:20][CH:21]([CH3:25])[NH:22][CH2:23][CH2:24]1)[n:18]2>>[c:2]1([N:22]2[CH:21]([CH3:25])[CH2:20][N:19]([c:17]3[nH:16][c:15]4[c:10]([Cl:9])[cH:11][c:12]([C:26]([F:27])([F:28])[F:29])[cH:13][c:14]4[n:18]3)[CH2:24][CH2:23]2)[n:3][cH:4][cH:5][cH:6][c:7]1[Cl:8]. Reactants: C(C1=CC=CC=C1)N1CC2(CCC1)OC(C1=CC=CC=C12)=O (1'-benzyl-1,3-dihydrospiro[isobenzofuran-1,3'-piperidine]-3-one), C1(=CC=CC=C1)[Li] (phenyllithium). RXN SMILES: [CH2:1]([N:8]1[CH2:13][CH2:12][CH2:11][C:10]2([C:21]3[C:16](=[CH:17][CH:18]=[CH:19][CH:20]=3)[C:15](=O)[O:14]2)[CH2:9]1)[C:2]1[CH:7]=[CH:6][CH:5]=[CH:4][CH:3]=1.[C:23]1([Li])[CH:28]=[CH:27][CH:26]=[CH:25][CH:24]=1>>[CH2:1]([N:8]1[CH2:13][CH2:12][CH2:11][C:10]2([C:21]3[C:16](=[CH:17][CH:18]=[CH:19][CH:20]=3)[C:15]([C:2]3[CH:7]=[CH:6][CH:5]=[CH:4][CH:3]=3)([C:23]3[CH:28]=[CH:27][CH:26]=[CH:25][CH:24]=3)[O:14]2)[CH2:9]1)[C:2]1[CH:7]=[CH:6][CH:5]=[CH:4][CH:3]=1. Procedure details: Reaction of 1'-benzyl-1,3-dihydrospiro[isobenzofuran-1,3'-piperidine]-3-one with a large excess of phenyllithium by the method described in Example 1 provides off-white crystals, m.p. 144°-146°. The product is C(C1=CC=CC=C1)N1CC2(CCC1)OC(C1=CC=CC=C12)(C1=CC=CC=C1)C1=CC=CC=C1 (1'-Benzyl-1,3-dihydro-3,3-diphenylspiro[isobenzofuran-1,3'-piperidine]). Starting materials: COC(=O)c1cc(C=CCO)cc(C)c1OC(C)=O, CCOC(C)=O. Yields the product COC(=O)c1cc(CCCO)cc(C)c1OC(C)=O. As a reaction SMILES: [C:1]([CH3:2])(=[O:3])[O:4][c:5]1[c:6]([C:7](=[O:8])[O:9][CH3:10])[cH:11][c:12]([CH:16]=[CH:17][CH2:18][OH:19])[cH:13][c:14]1[CH3:15].[CH3:20][CH2:21][O:22][C:23]([CH3:24])=[O:25]>>[C:1]([CH3:2])(=[O:3])[O:4][c:5]1[c:6]([C:7](=[O:8])[O:9][CH3:10])[cH:11][c:12]([CH2:16][CH2:17][CH2:18][OH:19])[cH:13][c:14]1[CH3:15]. Reactants: O=C(O)C(F)(F)F, CC(C)(C)OC(=O)c1ccc(-c2cc3ccccc3o2)cc1NC(=O)c1ccc(F)cc1. The product is O=C(Nc1cc(-c2cc3ccccc3o2)ccc1C(=O)O)c1ccc(F)cc1. As a reaction SMILES: [OH:33][C:34]([C:35]([F:36])([F:37])[F:38])=[O:39].[o:1]1[c:2](-[c:10]2[cH:11][c:12]([NH:23][C:24]([c:25]3[cH:26][cH:27][c:28]([F:31])[cH:29][cH:30]3)=[O:32])[c:13]([C:14](=[O:15])[O:16][C:17]([CH3:18])([CH3:19])[CH3:20])[cH:21][cH:22]2)[cH:3][c:4]2[c:5]1[cH:6][cH:7][cH:8][cH:9]2>>[o:1]1[c:2](-[c:10]2[cH:11][c:12]([NH:23][C:24]([c:25]3[cH:26][cH:27][c:28]([F:31])[cH:29][cH:30]3)=[O:32])[c:13]([C:14](=[O:15])[OH:16])[cH:21][cH:22]2)[cH:3][c:4]2[c:5]1[cH:6][cH:7][cH:8][cH:9]2. Reactants: CC(=O)O[BH-](OC(C)=O)OC(C)=O, [BH3-]C#N, CCC(=O)CC, CC(=O)O, CCCC(N)C(=O)Nc1nnc(C(C)(C)CCC)s1, ClCCl, [Na+], [Na+], CN(C)C=O. The product is CCCC(NC(CC)CC)C(=O)Nc1nnc(C(C)(C)CCC)s1. RXN SMILES: [C:26]([O:27][BH-:28]([O:29][C:30](=[O:31])[CH3:32])[O:33][C:34](=[O:35])[CH3:36])(=[O:37])[CH3:38].[C:44]([BH3-:45])#[N:46].[CH3:1][CH2:2][C:3]([CH2:4][CH3:5])=[O:6].[CH3:40][C:41](=[O:42])[OH:43].[CH3:7][C:8]([CH2:9][CH2:10][CH3:11])([CH3:12])[c:13]1[n:14][n:15][c:16]([NH:18][C:19]([CH:20]([CH2:21][CH2:22][CH3:23])[NH2:24])=[O:25])[s:17]1.[Cl:48][CH2:49][Cl:50].[Na+:39].[Na+:47].[O:51]=[CH:52][N:53]([CH3:54])[CH3:55]>>[CH3:1][CH2:2][CH:3]([CH2:4][CH3:5])[NH:24][CH:20]([C:19]([NH:18][c:16]1[n:15][n:14][c:13]([C:8]([CH3:7])([CH2:9][CH2:10][CH3:11])[CH3:12])[s:17]1)=[O:25])[CH2:21][CH2:22][CH3:23].